Dataset: the Open Reaction Database (ORD), a public repository of structured organic reaction records. Task: describe an organic reaction: reactants, conditions, products, and yield Starting materials: C(=O)(O)C1=CC=C(C=C1)C(C(F)(F)F)(C(F)(F)F)C1=CC=C(C=C1)OC1=CC=C(C=C1)[N+](=O)[O-] (2-(4-carboxyphenyl)-2-[4-(4-nitrophenoxy)phenyl]hexafluoropropane), S(=O)(Cl)Cl (thionyl chloride). Yields the product ClC(=O)C1=CC=C(C=C1)C(C(F)(F)F)(C(F)(F)F)C1=CC=C(C=C1)OC1=CC=C(C=C1)[N+](=O)[O-] (2-(4-chlorocarbonylphenyl)-2-[4-(4-nitrophenoxy)phenyl]hexafluoropropane). Procedure details: 9.7 g (0.02 mol) of 2-(4-carboxyphenyl)-2-[4-(4-nitrophenoxy)phenyl]hexafluoropropane were suspended in 47 cm3 of thionyl chloride, a few drops of dimethylformamide were added, and the mixture was refluxed until evolution of gas was no longer observed. The thionyl chloride was removed by distillation, and the residue was recrystallized from acetonitrile. RXN SMILES: [C:1]([C:4]1[CH:9]=[CH:8][C:7]([C:10]([C:19]2[CH:24]=[CH:23][C:22]([O:25][C:26]3[CH:31]=[CH:30][C:29]([N+:32]([O-:34])=[O:33])=[CH:28][CH:27]=3)=[CH:21][CH:20]=2)([C:15]([F:18])([F:17])[F:16])[C:11]([F:14])([F:13])[F:12])=[CH:6][CH:5]=1)(O)=[O:2].S(Cl)([Cl:37])=O>CN(C)C=O>[Cl:37][C:1]([C:4]1[CH:9]=[CH:8][C:7]([C:10]([C:19]2[CH:24]=[CH:23][C:22]([O:25][C:26]3[CH:31]=[CH:30][C:29]([N+:32]([O-:34])=[O:33])=[CH:28][CH:27]=3)=[CH:21][CH:20]=2)([C:15]([F:18])([F:17])[F:16])[C:11]([F:14])([F:13])[F:12])=[CH:6][CH:5]=1)=[O:2]. The reagents and catalysts are CN(C=O)C (dimethylformamide).